This data is from the Open Reaction Database (ORD), a public repository of structured organic reaction records. The task is: describe an organic reaction: reactants, conditions, products, and yield Product: CC1Oc2cc(cnc2N)c3c(C)nn(C)c3CN(C)C(=O)c4ccc(F)cc14. As a reaction SMILES: [CH3:1][CH:2]([c:11]1[c:17]([C:18]([N:20]([CH2:22][c:23]2[n:28]([CH3:29])[n:27][c:25]([CH3:26])[c:24]2Br)[CH3:21])=[O:19])[cH:16][cH:15][c:13]([F:14])[cH:12]1)[O:3][c:4]3[c:9]([NH2:10])[n:8][cH:7][c:6](Br)[cH:5]3.CC1(C(C)(C)OB(B2OC(C)(C)C(C)(C)O2)O1)C>>[CH3:1][CH:2]1[c:11]([c:17]2[C:18](=[O:19])[N:20]([CH3:21])[CH2:22][c:23]([c:24]3[c:6]4[cH:5][c:4]([c:9]([NH2:10])[n:8][cH:7]4)[O:3]1)[n:28]([CH3:29])[n:27][c:25]3[CH3:26])[cH:12][c:13]([F:14])[cH:15][cH:16]2. The solvent is CO (MeOH). The reagents and catalysts are c1ccc(cc1)-c2c3ccccc3cc4ccccc24 (9-Phenylanthracene), [OH-].[Na+]Â Â  (NaOH), O (water), [Pd](Cl)Cl.P(C(C)(C)C)(C(C)(C)C)c1ccc(N(C)C)cc1.P(C(C)(C)C)(C(C)(C)C)c1ccc(N(C)C)cc1 (Pd-132). Reaction conditions: temperature 80 celsius, time 18 hour. The reactants are C1(C(OB(O1)B1OC(C(O1)(C)C)(C)C)(C)C)(C)C, c1(c(ncc(c1)Br)N)O[C@@H](c1c(ccc(c1)F)C(=O)N(Cc1c(c(nn1C)C)Br)C)C. Starting materials: BrCC(=O)OC (methyl bromoacetate), O (water), NC=1C=C2C=C(C(OC2=CC1OCC1=CC=CC=C1)=O)OC (6-amino-7-benzyloxy-3-methoxychromen-2-one), C(=O)([O-])[O-].[K+].[K+] (K2CO3), BrCC(=O)OC (methyl bromoacetate). Run in CN(C)C=O (DMF). Run at temperature 60 celsius, time 3 hour. Product: COC(CNC=1C=C2C=C(C(OC2=CC1OCC1=CC=CC=C1)=O)OC)=O ((7-benzyloxy-3-methoxy-2-oxo-2H-chromen-6-ylamino)-acetic acid methyl ester). As a reaction SMILES: [NH2:1][C:2]1[CH:3]=[C:4]2[C:9](=[CH:10][C:11]=1[O:12][CH2:13][C:14]1[CH:19]=[CH:18][CH:17]=[CH:16][CH:15]=1)[O:8][C:7](=[O:20])[C:6]([O:21][CH3:22])=[CH:5]2.C([O-])([O-])=O.[K+].[K+].Br[CH2:30][C:31]([O:33][CH3:34])=[O:32].O>CN(C=O)C>[CH3:34][O:33][C:31](=[O:32])[CH2:30][NH:1][C:2]1[CH:3]=[C:4]2[C:9](=[CH:10][C:11]=1[O:12][CH2:13][C:14]1[CH:19]=[CH:18][CH:17]=[CH:16][CH:15]=1)[O:8][C:7](=[O:20])[C:6]([O:21][CH3:22])=[CH:5]2 |f:1.2.3|. Procedure details: To a suspension of 6-amino-7-benzyloxy-3-methoxychromen-2-one (0.880 g, 2.96 mmol) and K2CO3 (0.820 g, 5.92 mmol) in DMF (50 mL) is added methyl bromoacetate (0.36 mL, 3.85 mmol). The mixture is stirred at 60° C. for 3 h. Additional methyl bromoacetate (0.14 mL) is added, and after 3 h, the mixture is allowed to cool to ambient temperature and poured into water and extracted with EtOAc. The organic layer is washed with water (3×), sat. NaCl, and dried over sodium sulfate. The solvent is removed ... Reactants: CC1=NOC2=C1C=CC(=C2)O (3-methyl-1,2-benzisoxazol-6-ol), CN(C)C=O (DMF), [Si](C)(C)(C(C)(C)C)Cl (tert-butyldimethylsilyl chloride), N1C=NC=C1 (imidazole), CN(C)C=O (DMF). The solvent is O (water), CCOC(=O)C.C1(=CC=CC=C1)C (AcOEt Toluene). Conditions: time 1 hour. The product is TEA, [Si](C)(C)(C(C)(C)C)OC1=CC2=C(C(=NO2)C)C=C1 (6-[(tert-butyl(dimethyl)silyl) oxy]-3-methyl-1,2-benzisoxazole). The yield is 96.9%. As a reaction SMILES: [CH3:1][C:2]1[C:6]2[CH:7]=[CH:8][C:9]([OH:11])=[CH:10][C:5]=2[O:4][N:3]=1.CN(C=O)C.[Si:17](Cl)([C:20]([CH3:23])([CH3:22])[CH3:21])([CH3:19])[CH3:18].N1C=CN=C1>CCOC(C)=O.C1(C)C=CC=CC=1.O>[Si:17]([O:11][C:9]1[CH:8]=[CH:7][C:6]2[C:2]([CH3:1])=[N:3][O:4][C:5]=2[CH:10]=1)([C:20]([CH3:23])([CH3:22])[CH3:21])([CH3:19])[CH3:18] |f:4.5|. Reported procedure: 3-methyl-1,2-benzisoxazol-6-ol (10 g, 67 mmoles) (prepared following M. A. Elkasaby, Indian J. Chem., 1987, 26, 620) and DMF (50 ml) were added to a mixture of tert-butyldimethylsilyl chloride (1.05 eq, 10.6 g), imidazole (2.5 eq, 11.4 g) and DMF (100 ml) under N2. The mixture was then stirred at room temperature for 1 h, poured into water and extracted with ethyl acetate, dried over Na2SO4, filtered and concentrated under vacuum to give a crude product. Flash chromatography (AcOEt/Toluene 18/85... Starting materials: C1(CC1)N1C=C(C(C2=CC(=C(C(=C12)OC)N1CC(NC(C1)C)C)F)=O)C(=O)NCC1=C(C=C(C=C1)Cl)Cl (1-Cyclopropyl-N-(2,4-dichlorobenzyl)-7-[(3RS,5SR)-3,5-dimethylpiperazin-1-yl]-6-fluoro-8-methoxy-4-oxo-1,4-dihydroquinoline-3-carboxamide), O1CC1(C)C (1,2-epoxy-2-methylpropane). Product: Cl.C1(CC1)N1C=C(C(C2=CC(=C(C(=C12)OC)N1CC(N(C(C1)C)CC(C)(C)O)C)F)=O)C(=O)NCC1=C(C=C(C=C1)Cl)Cl (1-Cyclopropyl-N-(2,4-dichlorobenzyl)-7-[(3RS,5SR)-3,5-dimethyl-4-(2-hydroxy-2-methylpropyl)piperazin-1-yl]-6-fluoro-8-methoxy-4-oxo-1,4-dihydroquinoline-3-carboxamide hydrochloride). As a reaction SMILES: [CH:1]1([N:4]2[C:13]3[C:8](=[CH:9][C:10]([F:24])=[C:11]([N:16]4[CH2:21][CH:20]([CH3:22])[NH:19][CH:18]([CH3:23])[CH2:17]4)[C:12]=3[O:14][CH3:15])[C:7](=[O:25])[C:6]([C:26]([NH:28][CH2:29][C:30]3[CH:35]=[CH:34][C:33]([Cl:36])=[CH:32][C:31]=3[Cl:37])=[O:27])=[CH:5]2)[CH2:3][CH2:2]1.[O:38]1[C:40]([CH3:42])([CH3:41])[CH2:39]1>>[ClH:36].[CH:1]1([N:4]2[C:13]3[C:8](=[CH:9][C:10]([F:24])=[C:11]([N:16]4[CH2:17][CH:18]([CH3:23])[N:19]([CH2:39][C:40]([OH:38])([CH3:42])[CH3:41])[CH:20]([CH3:22])[CH2:21]4)[C:12]=3[O:14][CH3:15])[C:7](=[O:25])[C:6]([C:26]([NH:28][CH2:29][C:30]3[CH:35]=[CH:34][C:33]([Cl:36])=[CH:32][C:31]=3[Cl:37])=[O:27])=[CH:5]2)[CH2:3][CH2:2]1 |f:2.3|. Procedure: The compound is prepared in analogy to Example 89 from the compound of Example 12 and 1,2-epoxy-2-methylpropane. Product: C(C1=CC=CC=C1)NC(=O)C1=C(N=C(S1)N1C(N(C2=C1C=CC=C2)CC2=CC=C(C=C2)F)=O)C (N-benzyl-2-(3-(4-fluorobenzyl)-2-oxo-2,3-dihydro-1H-benzo[d]imidazol-1-yl)-4-methylthiazole-5-carboxamide). Procedure: To a solution of 2-(3-(4-fluorobenzyl)-2-oxo-2,3-dihydro-1H-benzo[d]imidazol-1-yl)-4-methylthiazole-5-carboxylic acid in N,N-dimethylformamide is added N,N-diisopropylethylamine, followed by the addition of 1-hydroxybenzotriazole monohydrate and 1-(3-dimethylaminopropyl)-3-ethylcarbodiimide hydrochloride. The resulting mixture is stirred for 10 minutes and followed by the addition of benzylamine at ambient temperature. After stirred at ambient temperature for an additional 17 h, the mixture is c... Run in CN(C=O)C (N,N-dimethylformamide). Conditions: time 10 minute. Reaction SMILES: [F:1][C:2]1[CH:27]=[CH:26][C:5]([CH2:6][N:7]2[C:11]3[CH:12]=[CH:13][CH:14]=[CH:15][C:10]=3[N:9]([C:16]3[S:17][C:18]([C:22](O)=[O:23])=[C:19]([CH3:21])[N:20]=3)[C:8]2=[O:25])=[CH:4][CH:3]=1.C(N(CC)C(C)C)(C)C.O.ON1C2C=CC=CC=2N=N1.Cl.CN(C)CCCN=C=NCC.[CH2:60]([NH2:67])[C:61]1[CH:66]=[CH:65][CH:64]=[CH:63][CH:62]=1>CN(C)C=O>[CH2:60]([NH:67][C:22]([C:18]1[S:17][C:16]([N:9]2[C:10]3[CH:15]=[CH:14][CH:13]=[CH:12][C:11]=3[N:7]([CH2:6][C:5]3[CH:4]=[CH:3][C:2]([F:1])=[CH:27][CH:26]=3)[C:8]2=[O:25])=[N:20][C:19]=1[CH3:21])=[O:23])[C:61]1[CH:66]=[CH:65][CH:64]=[CH:63][CH:62]=1 |f:2.3,4.5|. The reactants are C(C1=CC=CC=C1)N (benzylamine), FC1=CC=C(CN2C(N(C3=C2C=CC=C3)C=3SC(=C(N3)C)C(=O)O)=O)C=C1 (2-(3-(4-fluorobenzyl)-2-oxo-2,3-dihydro-1H-benzo[d]imidazol-1-yl)-4-methylthiazole-5-carboxylic acid), C(C)(C)N(C(C)C)CC (N,N-diisopropylethylamine), O.ON1N=NC2=C1C=CC=C2 (1-hydroxybenzotriazole monohydrate), Cl.CN(CCCN=C=NCC)C (1-(3-dimethylaminopropyl)-3-ethylcarbodiimide hydrochloride).